Dataset: the Open Reaction Database (ORD), a public repository of structured organic reaction records. Task: describe an organic reaction: reactants, conditions, products, and yield The reactants are Cl (Hydrochloric acid), CC1=C(N=C(O1)C1=CC=CC=C1)COC1=CC=C(COC2=NN(C=C2CC(=O)OC)C2=CC=CC=C2)C=C1 (methyl [3-[4-(5-methyl-2-phenyl-4-oxazolylmethoxy)benzyloxy]-1-phenyl-1H-pyrazol-4-yl]acetate), [OH-].[Na+] (sodium hydroxide), O1CCCC1 (tetrahydrofuran). Run in C(C)O (ethanol). Reaction conditions: time 1 hour. Yields the product CC1=C(N=C(O1)C1=CC=CC=C1)COC1=CC=C(COC2=NN(C=C2CC(=O)O)C2=CC=CC=C2)C=C1 ([3-[4-(5-methyl-2-phenyl-4-oxazolylmethoxy)benzyloxy]-1-phenyl-1H-pyrazol-4-yl]acetic acid). Yield: 90.6%. RXN SMILES: [CH3:1][C:2]1[O:6][C:5]([C:7]2[CH:12]=[CH:11][CH:10]=[CH:9][CH:8]=2)=[N:4][C:3]=1[CH2:13][O:14][C:15]1[CH:38]=[CH:37][C:18]([CH2:19][O:20][C:21]2[C:25]([CH2:26][C:27]([O:29]C)=[O:28])=[CH:24][N:23]([C:31]3[CH:36]=[CH:35][CH:34]=[CH:33][CH:32]=3)[N:22]=2)=[CH:17][CH:16]=1.[OH-].[Na+].O1CCCC1.Cl>C(O)C>[CH3:1][C:2]1[O:6][C:5]([C:7]2[CH:8]=[CH:9][CH:10]=[CH:11][CH:12]=2)=[N:4][C:3]=1[CH2:13][O:14][C:15]1[CH:16]=[CH:17][C:18]([CH2:19][O:20][C:21]2[C:25]([CH2:26][C:27]([OH:29])=[O:28])=[CH:24][N:23]([C:31]3[CH:32]=[CH:33][CH:34]=[CH:35][CH:36]=3)[N:22]=2)=[CH:37][CH:38]=1 |f:1.2|. Reported procedure: A mixture of methyl [3-[4-(5-methyl-2-phenyl-4-oxazolylmethoxy)benzyloxy]-1-phenyl-1H-pyrazol-4-yl]acetate (662 mg), 1N aqueous sodium hydroxide solution (3 ml), tetrahydrofuran (6 ml) and ethanol (6 ml) was stirred at room temperature for 1 hr. 1N Hydrochloric acid (3 ml) was added to the reaction mixture and the mixture was extracted with ethyl acetate. The ethyl acetate layer was washed with saturated brine, dried (MgSO4) and concentrated. The obtained colorless crystals were collected by fil...